This data is from the Open Reaction Database (ORD), a public repository of structured organic reaction records. The task is: describe an organic reaction: reactants, conditions, products, and yield Reactants: [N+](=O)([O-])C=1C=C2C(=CC(=NC2=CC1)C1=CC(=CC=C1)F)Cl (6-Nitro-4-chloro-2-(3-fluorophenyl)-quinoline), [N-]=[N+]=[N-].[Na+] (sodium azide), O (water), three, CN1CCCC1=O (N-methyl pyrrolidinone). Run in C(C)(=O)OCC (ethyl acetate). Reaction conditions: temperature 60 celsius. Product: [N+](=O)([O-])C=1C=C2C(=CC(=NC2=CC1)C1=CC(=CC=C1)F)N=[N+]=[N-] (6-Nitro-4-azido-2-(3-fluorophenyl)-quinoline). Reaction SMILES: [N+:1]([C:4]1[CH:5]=[C:6]2[C:11](=[CH:12][CH:13]=1)[N:10]=[C:9]([C:14]1[CH:19]=[CH:18][CH:17]=[C:16]([F:20])[CH:15]=1)[CH:8]=[C:7]2Cl)([O-:3])=[O:2].CN1C(=O)CCC1.[N-:29]=[N+:30]=[N-:31].[Na+].O>C(OCC)(=O)C>[N+:1]([C:4]1[CH:5]=[C:6]2[C:11](=[CH:12][CH:13]=1)[N:10]=[C:9]([C:14]1[CH:19]=[CH:18][CH:17]=[C:16]([F:20])[CH:15]=1)[CH:8]=[C:7]2[N:29]=[N+:30]=[N-:31])([O-:3])=[O:2] |f:2.3|. Procedure: 6-Nitro-4-chloro-2-(3-fluorophenyl)-quinoline 3.2 g (9.50 mmoles) was placed in a 250 mL three neck round bottom flask equipped with a condenser, magnetic stirrer, silicone oil heating bath, nitrogen inlet and gas outlet. To this was added 75 mL of N-methyl pyrrolidinone then 6.0 g (95 mmoles, 10 equiv.) of sodium azide. The mixture was stirred and warmed to 60° C. for 18 hr. After this time the mixture was cooled, poured into a 1 L separatory funnel containing 500 mL water and 250 mL of ethyl a... The reactants are CO, CC(C)(C)S(=O)(=O)Cc1ccc(C#N)cc1, Cl. Product: CC(C)(C)S(=O)(=O)Cc1ccc(CN)cc1, Cl. Reaction SMILES: [CH3:18][OH:19].[CH3:1][C:2]([CH3:3])([CH3:4])[S:5](=[O:6])(=[O:7])[CH2:8][c:9]1[cH:10][cH:11][c:12]([C:13]#[N:14])[cH:15][cH:16]1.[ClH:17]>>[CH3:1][C:2]([CH3:3])([CH3:4])[S:5](=[O:6])(=[O:7])[CH2:8][c:9]1[cH:10][cH:11][c:12]([CH2:13][NH2:14])[cH:15][cH:16]1.[ClH:17]. Reactants: FC(C(=O)C1=CC=C(S1)C(=O)O)(F)F (5-(Trifluoroacetyl)thiophene-2-carboxylic acid), C1=CN(C=N1)C(=O)N2C=CN=C2 (CDI), C(C)OC1=C(C(=O)NN)C=CC=C1 (2-Ethoxybenzohydrazide). Solvent: C(Cl)Cl (DCM), C(Cl)Cl.CN(C)C=O (DCM DMF). Conditions: time 30 minute. Product: C(C)OC1=C(C=CC=C1)C1=NN=C(O1)C1=CC=C(S1)C(C(F)(F)F)=O (1-{5-[5-(2-ethoxyphenyl)-1,3,4-oxadiazol-2-yl]-2-thienyl}-2,2,2-trifluoroethanone). As a reaction SMILES: [F:1][C:2]([F:14])([F:13])[C:3]([C:5]1[S:9][C:8]([C:10]([OH:12])=O)=[CH:7][CH:6]=1)=[O:4].C1N=CN(C(N2C=NC=C2)=O)C=1.[CH2:27]([O:29][C:30]1[CH:39]=[CH:38][CH:37]=[CH:36][C:31]=1[C:32]([NH:34][NH2:35])=O)[CH3:28]>C(Cl)Cl.C(Cl)Cl.CN(C=O)C>[CH2:27]([O:29][C:30]1[CH:39]=[CH:38][CH:37]=[CH:36][C:31]=1[C:32]1[O:12][C:10]([C:8]2[S:9][C:5]([C:3](=[O:4])[C:2]([F:1])([F:14])[F:13])=[CH:6][CH:7]=2)=[N:35][N:34]=1)[CH3:28] |f:4.5|. Procedure details: To a solution of the carboxylic acid (A1) in DCM was added to PS-CDI (1.7 eq., loading 1.30 mmol/g), and the suspension stirred at RT for 30 min. 2-Ethoxybenzohydrazide (1.3 eq.) dissolved in DCM/DMF was added, and the resulting suspension was stirred at RT overnight. The suspension was filtered and the filtrate evaporated. The crude N′-(2-ethoxybenzoyl)-5-(trifluoroacetyl)thiophene-2-carbohydrazide (MS (ES) C16H13F3N2O4S requires: 386, found: 427 (M+H20+Na)+ and 385 (M−H+e)−) was used as such, ... The reactants are BrC=1C=CC(=C(C1)NC(C(C)(C)C)=O)NCC1CC1 (N-{5-Bromo-2-[(cyclopropylmethyl)amino]phenyl}-2,2-dimethylpropanamide), monohydrate. Solvent: C1(=CC=CC=C1)C (toluene). Reaction conditions: temperature 120 celsius, time 20 hour. Yields the product BrC1=CC2=C(N(C(=N2)C(C)(C)C)CC2CC2)C=C1 (5-Bromo-2-tert-butyl-1-(cyclopropylmethyl)-1H-benzimidazole). Isolated yield 105.0%. As a reaction SMILES: [Br:1][C:2]1[CH:3]=[CH:4][C:5]([NH:15][CH2:16][CH:17]2[CH2:19][CH2:18]2)=[C:6]([NH:8][C:9](=O)[C:10]([CH3:13])([CH3:12])[CH3:11])[CH:7]=1>C1(C)C=CC=CC=1>[Br:1][C:2]1[CH:3]=[CH:4][C:5]2[N:15]([CH2:16][CH:17]3[CH2:19][CH2:18]3)[C:9]([C:10]([CH3:13])([CH3:12])[CH3:11])=[N:8][C:6]=2[CH:7]=1. Procedure: A mixture of N-{5-bromo-2-[(cyclopropylmethyl)amino]phenyl}-2,2-dimethylpropanamide (step A, 1.41 g, 4.34 mmol) and p-toluenesulfonic acd monohydrate (825 mg, 4.34 mmol) in toluene (50 mL) was stirred at 120° C. for 20 h. After cooling to room temperature, the mixture was quenched with sodium hydrogencarbonate aqueous solution. The organic layer was separated. The aqueous layer was extracted with ethylacetate. The combined organic layers were washed with brine, dried over magnesium sulfate and c... Starting materials: C(C)(C)(C)OC(=O)N1CCC(CC1)(C(=O)O)CC1=CC=CC=C1 (4-benzylpiperidine-1,4-dicarboxylic acid 1-tert-butyl ester), ON1N=NC2=C1N=CC=C2 (1-hydroxy-7-azabenzotriazole), Cl.C(C)N=C=NCCCN(C)C (1-ethyl-3-(3-dimethylaminopropyl)carbodiimide hydrochloride), CN(N)C (N′,N′-dimethylhydrazine), C(C)(C)N(CC)C(C)C (diisopropylethylamine). The solvent is C(Cl)Cl (methylene chloride), C(Cl)Cl (Methylene chloride). Run at time 30 minute. The product is C(C)(C)(C)OC(=O)N1CCC(CC1)(C(=O)NN(C)C)CC1=CC=CC=C1 (4-benzyl-4-(N′,N′-dimethylhydrazinocarbonyl)piperidine-1-carboxylic acid tert-butyl ester). Yield: 89.5%. RXN SMILES: [C:1]([O:5][C:6]([N:8]1[CH2:13][CH2:12][C:11]([CH2:17][C:18]2[CH:23]=[CH:22][CH:21]=[CH:20][CH:19]=2)([C:14](O)=[O:15])[CH2:10][CH2:9]1)=[O:7])([CH3:4])([CH3:3])[CH3:2].ON1C2N=CC=CC=2N=N1.Cl.C(N=C=NCCCN(C)C)C.[CH3:46][N:47]([CH3:49])[NH2:48].C(N(C(C)C)CC)(C)C>C(Cl)Cl>[C:1]([O:5][C:6]([N:8]1[CH2:13][CH2:12][C:11]([CH2:17][C:18]2[CH:23]=[CH:22][CH:21]=[CH:20][CH:19]=2)([C:14]([NH:48][N:47]([CH3:49])[CH3:46])=[O:15])[CH2:10][CH2:9]1)=[O:7])([CH3:4])([CH3:3])[CH3:2] |f:2.3|. Procedure: To a solution of 4-benzylpiperidine-1,4-dicarboxylic acid 1-tert-butyl ester (0.75 g, 2.35 mmol) (prepared as in Gilligan et al J. Med. Chem. 1994, 364-370) in methylene chloride (10 ml) was added 1-hydroxy-7-azabenzotriazole (0.32 mg, 2.35 mmol) and 1-ethyl-3-(3-dimethylaminopropyl)carbodiimide hydrochloride (0.45 g, 2.35 mmol) and the mixture was stirred for 30 min. Then N′,N′-dimethylhydrazine (0.27 ml, 3.53 mmol) and diisopropylethylamine (0.52 ml, 3.06 mmol) was added and the mixture was st... Starting materials: BrCC1=CC2=CC=CC=C2C=C1 (2-bromomethylnaphthalene), BrC1=CC(=C(C=C1)O)OC (4-bromo-2-methoxyphenol). Yields the product COC=1C=C(C=CC1OCC1=CC2=CC=CC=C2C=C1)Br (3-methoxy-4-(naphth-2-ylmethoxy)bromobenzene). Isolated yield 62.0%. Reaction SMILES: Br[CH2:2][C:3]1[CH:12]=[CH:11][C:10]2[C:5](=[CH:6][CH:7]=[CH:8][CH:9]=2)[CH:4]=1.[Br:13][C:14]1[CH:19]=[CH:18][C:17]([OH:20])=[C:16]([O:21][CH3:22])[CH:15]=1>>[CH3:22][O:21][C:16]1[CH:15]=[C:14]([Br:13])[CH:19]=[CH:18][C:17]=1[O:20][CH2:2][C:3]1[CH:12]=[CH:11][C:10]2[C:5](=[CH:6][CH:7]=[CH:8][CH:9]=2)[CH:4]=1. Procedure: Using the procedure described in Example 1, 2-bromomethylnaphthalene was reacted with 4-bromo-2-methoxyphenol to give 3-methoxy-4-(naphth-2-ylmethoxy)bromobenzene in 62% yield, m.p. 108° C. The reactants are FC1=C(C=CC(=C1)F)C(CN1N=CN=C1)(C(C)OC1OCCCC1)O (2-(2,4-difluorophenyl)-3-(3,4,5,6-tetrahydro-2H-pyran-2-yl)oxy-1-(1H-1,2,4-triazol-1-yl)-2-butanol), C1(=CC=C(C=C1)S(=O)(=O)[O-])C.[NH+]1=CC=CC=C1 (pyridinium p-toluenesulfonate), resultant mixture. The reagents and catalysts are C1(=CC=C(C=C1)S(=O)(=O)[O-])C.[NH+]1=CC=CC=C1 (pyridinium p-toluenesulfonate). The solvent is C(C)O (ethanol). Run at temperature 55 celsius, time 6 hour. Product: FC1=C(C=CC(=C1)F)C(CN1N=CN=C1)(C(C)O)O ((2RS,3RS)-2-(2,4-difluorophenyl)-1-(1H-1,2,4-triazol-1-yl)-2,3-butanediol). Yield: 74.0%. Reaction SMILES: [F:1][C:2]1[CH:7]=[C:6]([F:8])[CH:5]=[CH:4][C:3]=1[C:9]([OH:25])([CH:16]([O:18]C1CCCCO1)[CH3:17])[CH2:10][N:11]1[CH:15]=[N:14][CH:13]=[N:12]1.C1(C)C=CC(S([O-])(=O)=O)=CC=1.[NH+]1C=CC=CC=1>C(O)C.C1(C)C=CC(S([O-])(=O)=O)=CC=1.[NH+]1C=CC=CC=1>[F:1][C:2]1[CH:7]=[C:6]([F:8])[CH:5]=[CH:4][C:3]=1[C:9]([OH:25])([CH:16]([OH:18])[CH3:17])[CH2:10][N:11]1[CH:15]=[N:14][CH:13]=[N:12]1 |f:1.2,4.5|. Procedure: In ethanol (500 ml) was dissolved 2-(2,4-difluorophenyl)-3-(3,4,5,6-tetrahydro-2H-pyran-2-yl)oxy-1-(1H-1,2,4-triazol-1-yl)-2-butanol (51.4 g), to which was added pyridinium p-toluenesulfonate (13.2 g), and the mixture was stirred for 6 hours at 55° C. To the resultant mixture was further added pyridinium p-toluenesulfonate (2.0 g), which was stirred for 1.5 hour at 55° C. The mixture was cooled, then the solvent was distilled off under reduced pressure. To the residue was added ethyl acetate (90...